Dataset: the Open Reaction Database (ORD), a public repository of structured organic reaction records. Task: describe an organic reaction: reactants, conditions, products, and yield Reactants: ClCCl, O=C1CC2CN(c3ccc(OC(F)(F)F)cc3)C(=O)C2C1, NCc1ccccc1. The product is O=C1C2CC(NCc3ccccc3)CC2CN1c1ccc(OC(F)(F)F)cc1. RXN SMILES: [Cl:30][CH2:31][Cl:32].[F:1][C:2]([O:3][c:4]1[cH:5][cH:6][c:7]([N:10]2[C:11](=[O:19])[CH:12]3[CH:13]([CH2:14]2)[CH2:15][C:16](=[O:18])[CH2:17]3)[cH:8][cH:9]1)([F:20])[F:21].[NH2:22][CH2:23][c:24]1[cH:25][cH:26][cH:27][cH:28][cH:29]1>>[F:1][C:2]([O:3][c:4]1[cH:5][cH:6][c:7]([N:10]2[C:11](=[O:19])[CH:12]3[CH:13]([CH2:14]2)[CH2:15][CH:16]([NH:22][CH2:23][c:24]2[cH:25][cH:26][cH:27][cH:28][cH:29]2)[CH2:17]3)[cH:8][cH:9]1)([F:20])[F:21]. The reactants are ClC1=NC(=CC2=CC=CC=C12)NC1=NNC=C1 ((1-chloro-isoquinolin-3-yl)-(1H-pyrazol-3-yl)-amine), N1=CC=C(C=C1)N (pyridin-4-ylamine). The product is N1N=C(C=C1)NC=1N=C(C2=CC=CC=C2C1)NC1=CC=NC=C1 (N3-(1H-pyrazol-3-yl)-N1-pyridin-4-yl-isoquinoline-1,3-diamine). As a reaction SMILES: Cl[C:2]1[C:11]2[C:6](=[CH:7][CH:8]=[CH:9][CH:10]=2)[CH:5]=[C:4]([NH:12][C:13]2[CH:17]=[CH:16][NH:15][N:14]=2)[N:3]=1.[N:18]1[CH:23]=[CH:22][C:21]([NH2:24])=[CH:20][CH:19]=1>>[NH:15]1[CH:16]=[CH:17][C:13]([NH:12][C:4]2[N:3]=[C:2]([NH:24][C:21]3[CH:22]=[CH:23][N:18]=[CH:19][CH:20]=3)[C:11]3[C:6]([CH:5]=2)=[CH:7][CH:8]=[CH:9][CH:10]=3)=[N:14]1. Reported procedure: Similar procedure as described in example 273 was used, starting from (1-chloro-isoquinolin-3-yl)-(1H-pyrazol-3-yl)-amine and pyridin-4-ylamine to give N3-(1H-pyrazol-3-yl)-N1-pyridin-4-yl-isoquinoline-1,3-diamine. LC-MS m/e 303(MH+). The reactants are CC1=CC=C2C(C(=CNC2=N1)C(=O)O)=O (1,4-Dihydro-7-methyl-4-oxo-1,8-naphthyridine-3-carboxylic acid), N,N'-carbonyldiimidazole, CN(C=O)C (dimethylformamide), NC1=NN=NN1 (5-Amino-1H-tetrazole). Yields the product CC1=CC=C2C(C(=CNC2=N1)CC(=O)NC1=NN=NN1)=O (1,4-Dihydro-7-methyl-4-oxo-N(1H-tetrazol-5-yl)-1,8-naphthyridine-3-carboxyamide). RXN SMILES: [CH3:1][C:2]1[N:11]=[C:10]2[C:5]([C:6](=[O:15])[C:7]([C:12](O)=O)=[CH:8][NH:9]2)=[CH:4][CH:3]=1.[NH2:16][C:17]1[NH:21][N:20]=[N:19][N:18]=1.CN(C)[CH:24]=[O:25]>>[CH3:1][C:2]1[N:11]=[C:10]2[C:5]([C:6](=[O:15])[C:7]([CH2:12][C:24]([NH:16][C:17]3[NH:21][N:20]=[N:19][N:18]=3)=[O:25])=[CH:8][NH:9]2)=[CH:4][CH:3]=1. Procedure details: 1,4-Dihydro-7-methyl-4-oxo-1,8-naphthyridine-3-carboxylic acid (4 g) and N,N'-carbonyldiimidazole (3.5 g) in dimethylformamide (40 ml) were heated at 80° for 6 hours. 5-Amino-1H-tetrazole (2.5 g) was added and the mixture was stirred and heated at 80° for 1.5 hours. The solid was collected and dissolved in aqueous sodium hydroxide. The solution was acidified with glacial acetic acid and the solid was collected and dried. It had m.p. 344°-345.5°, (47%) The reactants are ClC1=C(C(=CC(=C1)C(F)(F)F)Cl)C=1NC(=C(N1)C#N)C#N (2-(2,6-dichloro-4-trifluoromethylphenyl)-4,5-dicyanoimidazole), C(C)O (ethanol), O (water). Solvent: Cl (hydrochloric acid). The product is C(#N)C1=C(N=C(N1)C1=C(C=C(C=C1Cl)C(F)(F)F)Cl)C(=O)O (5-cyano-2-(2,6-dichloro-4-trifluoromethylphenyl)imidazole-4-carboxylic acid). As a reaction SMILES: [Cl:1][C:2]1[CH:7]=[C:6]([C:8]([F:11])([F:10])[F:9])[CH:5]=[C:4]([Cl:12])[C:3]=1[C:13]1[NH:14][C:15]([C:20]#[N:21])=C(C#N)[N:17]=1.[OH2:22].[CH2:23]([OH:25])[CH3:24]>Cl>[C:20]([C:15]1[NH:14][C:13]([C:3]2[C:2]([Cl:1])=[CH:7][C:6]([C:8]([F:11])([F:10])[F:9])=[CH:5][C:4]=2[Cl:12])=[N:17][C:24]=1[C:23]([OH:22])=[O:25])#[N:21]. Reported procedure: A solution of 2-(2,6-dichloro-4-trifluoromethylphenyl)-4,5-dicyanoimidazole (25.3 g, 0.08 mol) in absolute ethanol (80 ml) and concentrated hydrochloric acid (30 ml) was heated at reflux for 69 hours. The mixture was poured into cold water (200 ml) and extracted with dichloromethane (2×150 ml). The combined organic layers were extracted with saturated aqueous sodium bicarbonate (2×200 ml) which was acidified carefully to pH 3 and extracted with dichloromethane (100 ml). The aqueous layer was aci... Isolated yield 73.5%. Reaction conditions: temperature -10 celsius, time 5 minute. The solvent is O1CCCC1 (tetrahydrofuran), O1CCCC1 (tetrahydrofuran). Procedure: Isopropylmagnesium chloride (2M tetrahydrofuran solution) (11.73 ml) was added to a tetrahydrofuran solution (20 ml) of 4-iodobenzotrifluoride (3.45 ml, 23.5 mmol) dropwise at −10° C. under an argon atmosphere. The mixture was stirred at the same temperature for 5 minutes and further stirred at room temperature for 2 hours. After cooling the mixture to −10° C., a tetrahydrofuran solution (40 ml) of 1-(4-benzyloxyphenyl)piperidin-4-one (6 g, 21.3 mmol) was added thereto dropwise. While gradually ... RXN SMILES: C([Mg]Cl)(C)C.I[C:7]1[CH:12]=[CH:11][C:10]([C:13]([F:16])([F:15])[F:14])=[CH:9][CH:8]=1.[CH2:17]([O:24][C:25]1[CH:30]=[CH:29][C:28]([N:31]2[CH2:36][CH2:35][C:34](=[O:37])[CH2:33][CH2:32]2)=[CH:27][CH:26]=1)[C:18]1[CH:23]=[CH:22][CH:21]=[CH:20][CH:19]=1.[Cl-].[NH4+]>O1CCCC1>[CH2:17]([O:24][C:25]1[CH:30]=[CH:29][C:28]([N:31]2[CH2:36][CH2:35][C:34]([C:7]3[CH:12]=[CH:11][C:10]([C:13]([F:16])([F:15])[F:14])=[CH:9][CH:8]=3)([OH:37])[CH2:33][CH2:32]2)=[CH:27][CH:26]=1)[C:18]1[CH:19]=[CH:20][CH:21]=[CH:22][CH:23]=1 |f:3.4|. Product: C(C1=CC=CC=C1)OC1=CC=C(C=C1)N1CCC(CC1)(O)C1=CC=C(C=C1)C(F)(F)F (1-(4-benzyloxyphenyl)-4-(4-trifluoromethylphenyl)piperidin-4-ol). Starting materials: C(C)(C)[Mg]Cl (Isopropylmagnesium chloride), IC1=CC=C(C=C1)C(F)(F)F (4-iodobenzotrifluoride), [Cl-].[NH4+] (ammonium chloride), ice water, C(C1=CC=CC=C1)OC1=CC=C(C=C1)N1CCC(CC1)=O (1-(4-benzyloxyphenyl)piperidin-4-one).